Task: describe an organic reaction: reactants, conditions, products, and yield. Dataset: the Open Reaction Database (ORD), a public repository of structured organic reaction records The reactants are [OH-].[Li+] (Lithium hydroxide), ClC1=C(NC(=C1Cl)C)C(=O)NC1CCN(CC1)C1=NC(=CC(=N1)C(=O)OC)OC (methyl 2-(4-{[(3,4-dichloro-5-methyl-1H-pyrrol-2-yl)carbonyl]amino}piperidin-1-yl)-6-methoxypyrimidine-4-carboxylate). Solvent: CO (MeOH). Conditions: temperature 60 celsius, time 3 hour. Yields the product ClC1=C(NC(=C1Cl)C)C(=O)NC1CCN(CC1)C1=NC(=CC(=N1)C(=O)O)OC (2-(4-{[(3,4-Dichloro-5-methyl-1H-pyrrol-2-yl)carbonyl]amino}piperidin-1-yl)-6-methoxypyrimidine-4-carboxylic acid). Isolated yield 44.6%. RXN SMILES: [OH-].[Li+].[Cl:3][C:4]1[C:8]([Cl:9])=[C:7]([CH3:10])[NH:6][C:5]=1[C:11]([NH:13][CH:14]1[CH2:19][CH2:18][N:17]([C:20]2[N:25]=[C:24]([C:26]([O:28]C)=[O:27])[CH:23]=[C:22]([O:30][CH3:31])[N:21]=2)[CH2:16][CH2:15]1)=[O:12]>CO>[Cl:3][C:4]1[C:8]([Cl:9])=[C:7]([CH3:10])[NH:6][C:5]=1[C:11]([NH:13][CH:14]1[CH2:19][CH2:18][N:17]([C:20]2[N:25]=[C:24]([C:26]([OH:28])=[O:27])[CH:23]=[C:22]([O:30][CH3:31])[N:21]=2)[CH2:16][CH2:15]1)=[O:12] |f:0.1|. Procedure: Lithium hydroxide (2 M, 4 ml) was warmed to 40° C. and a solution of methyl 2-(4-{[(3,4-dichloro-5-methyl-1H-pyrrol-2-yl)carbonyl]amino}piperidin-1-yl)-6-methoxypyrimidine-4-carboxylate (Example 315, 0.30 g, 0.68 mmol) in MeOH was added. The reaction temperature was increased to 60° C. and it was stirred at that temperature for 3 h. The MeOH was removed, the aqueous solution was cooled to 0° C. and then acidified with 1 N HCl. The precipitate was collected by suction filtration and washed with E... Solvent: C(C)(=O)OCC (ethyl acetate), C(C)O (ethanol). Product: C(\C=C\C(=O)O)(=O)O.FC=1C(=CN(C1C=1C(=NC=CC1)F)S(=O)(=O)C=1C=NC=C(C1)C)CNC (1-{4-Fluoro-5-(2-fluoropyridin-3-yl)-1-[(5-methylpyridin-3-yl)sulfonyl]-1H-pyrrol-3-yl}-N-methylmethanamine fumarate). Yield: 87.0%. The reactants are FC=1C(=CN(C1C=1C(=NC=CC1)F)S(=O)(=O)C=1C=NC=C(C1)C)CNC (1-{4-fluoro-5-(2-fluoropyridin-3-yl)-1-[(5-methylpyridin-3-yl)sulfonyl]-1H-pyrrol-3-yl}-N-methylmethanamine), C(\C=C\C(=O)O)(=O)O (fumaric acid). Reported procedure: To a solution of tert-butyl ({4-fluoro-5-(2-fluoropyridin-3-yl)-1-[(5-methylpyridin-3-yl)sulfonyl]-1H-pyrrol-3-yl}methyl)methylcarbamate (370 mg) in ethyl acetate (2 mL) and 2-propanol (1 mL) was added 4N hydrogen chloride-ethyl acetate solution (3 mL), and the mixture was stirred at room temperature for 3 hr. The reaction mixture was concentrated under reduced pressure, and the residue was diluted with saturated aqueous sodium hydrogen carbonate solution, and extracted with ethyl acetate. The s... As a reaction SMILES: [F:1][C:2]1[C:3]([CH2:24][NH:25][CH3:26])=[CH:4][N:5]([S:14]([C:17]2[CH:18]=[N:19][CH:20]=[C:21]([CH3:23])[CH:22]=2)(=[O:16])=[O:15])[C:6]=1[C:7]1[C:8]([F:13])=[N:9][CH:10]=[CH:11][CH:12]=1.[C:27]([OH:34])(=[O:33])/[CH:28]=[CH:29]/[C:30]([OH:32])=[O:31]>C(OCC)(=O)C.C(O)C>[C:27]([OH:34])(=[O:33])/[CH:28]=[CH:29]/[C:30]([OH:32])=[O:31].[F:1][C:2]1[C:3]([CH2:24][NH:25][CH3:26])=[CH:4][N:5]([S:14]([C:17]2[CH:18]=[N:19][CH:20]=[C:21]([CH3:23])[CH:22]=2)(=[O:16])=[O:15])[C:6]=1[C:7]1[C:8]([F:13])=[N:9][CH:10]=[CH:11][CH:12]=1 |f:4.5|. The reactants are C(C1=CC=CC=C1)ON1[C@@H]2CC[C@H](N(C1=O)C2)C(=O)NNC(=O)C2CC(C2)(F)F ((2S,5R)-6-(benzyloxy)-N′-[(3,3-difluorocyclobutyl)carbonyl]-7-oxo-1,6-diazabicyclo[3.2.1]octane-2-carbohydrazide), [H][H] (hydrogen). Reagents/catalysts: [Pd] (Pd/C). Product: FC1(CC(C1)C(=O)NNC(=O)[C@H]1N2C(N([C@H](CC1)C2)O)=O)F ((2S,5R)-N′-[(3,3-difluorocyclobutyl)carbonyl]-6-hydroxy-7-oxo-1,6-diazabicyclo[3.2.1]octane-2-carbohydrazide). As a reaction SMILES: C([O:8][N:9]1[C:15](=[O:16])[N:14]2[CH2:17][C@H:10]1[CH2:11][CH2:12][C@H:13]2[C:18]([NH:20][NH:21][C:22]([CH:24]1[CH2:27][C:26]([F:29])([F:28])[CH2:25]1)=[O:23])=[O:19])C1C=CC=CC=1.[H][H]>CO.[Pd]>[F:29][C:26]1([F:28])[CH2:27][CH:24]([C:22]([NH:21][NH:20][C:18]([C@@H:13]2[CH2:12][CH2:11][C@@H:10]3[CH2:17][N:14]2[C:15](=[O:16])[N:9]3[OH:8])=[O:19])=[O:23])[CH2:25]1. Solvent: CO (methanol). Procedure: To a solution of (2S,5R)-6-(benzyloxy)-N′-[(3,3-difluorocyclobutyl)carbonyl]-7-oxo-1,6-diazabicyclo[3.2.1]octane-2-carbohydrazide 283 (0.32 g, 0.78 mml) in methanol (25 mL) was added 10% Pd/C (0.40 g). The mixture was hydrogenated under 10 psi hydrogen atmosphere at room temperature for 1 h. The catalyst was filtered out through Celite, and the filtrate was evaporated to give 284 (0.24 g, 96%) as a white foam. Isolated yield 96.2%. Procedure: 10 g 3-({4-[3-(3,4-dimethoxyphenyl)-4,4-dimethyl-5-oxo-4,5-dihydro-1H-pyrazol-1-yl]piperidin-1-yl}carbonyl)phenyl acetate (compound described in example 12) are dissolved in a mixture of 200 ml THF, 100 ml acetone and 200 ml of methanol. To this mixture 200 ml of 2 M methanolic sodium hydroxide solution are added, and the reaction mixture is stirred at RT for 1 h until the reaction is completed according to TLC analysis. The reaction mixture is acidified with concentrated aqueous hydrochloric ac... Product: COC=1C=C(C=CC1OC)C=1C(C(N(N1)C1CCN(CC1)C(=O)C1=CC(=CC=C1)O)=O)(C)C (5-(3,4-Dimethoxyphenyl)-2-{1-[(3-hydroxyphenyl)carbonyl]piperidin-4-yl}-4,4-dimethyl-2,4-dihydro-3H-pyrazol-3-one). Reaction conditions: time 1 hour. Starting materials: C(C)(=O)OC1=CC(=CC=C1)C(=O)N1CCC(CC1)N1N=C(C(C1=O)(C)C)C1=CC(=C(C=C1)OC)OC (3-({4-[3-(3,4-dimethoxyphenyl)-4,4-dimethyl-5-oxo-4,5-dihydro-1H-pyrazol-1-yl]piperidin-1-yl}carbonyl)phenyl acetate), [OH-].[Na+] (sodium hydroxide), Cl (hydrochloric acid). Run in C1CCOC1 (THF), CC(=O)C (acetone), CO (methanol). Reaction SMILES: C([O:4][C:5]1[CH:10]=[CH:9][CH:8]=[C:7]([C:11]([N:13]2[CH2:18][CH2:17][CH:16]([N:19]3[C:23](=[O:24])[C:22]([CH3:26])([CH3:25])[C:21]([C:27]4[CH:32]=[CH:31][C:30]([O:33][CH3:34])=[C:29]([O:35][CH3:36])[CH:28]=4)=[N:20]3)[CH2:15][CH2:14]2)=[O:12])[CH:6]=1)(=O)C.[OH-].[Na+].Cl>C1COCC1.CC(C)=O.CO>[CH3:36][O:35][C:29]1[CH:28]=[C:27]([C:21]2[C:22]([CH3:26])([CH3:25])[C:23](=[O:24])[N:19]([CH:16]3[CH2:17][CH2:18][N:13]([C:11]([C:7]4[CH:8]=[CH:9][CH:10]=[C:5]([OH:4])[CH:6]=4)=[O:12])[CH2:14][CH2:15]3)[N:20]=2)[CH:32]=[CH:31][C:30]=1[O:33][CH3:34] |f:1.2|. The reactants are C1(=CC=C(C=C1)C1=CC(CC1)=O)C (3-p-tolyl-cyclopent-2-en-1-one), CeCl3, [BH4-].[Na+] (NaBH4). Run in C(C)O (ethanol). Reaction conditions: time 0.5 hour. Product: C1(=CC=C(C=C1)C1=CC(CC1)O)C (3-p-tolyl-cyclopent-2-en-1-ol). Yield: 75.0%. RXN SMILES: [C:1]1([CH3:13])[CH:6]=[CH:5][C:4]([C:7]2[CH2:11][CH2:10][C:9](=[O:12])[CH:8]=2)=[CH:3][CH:2]=1.[BH4-].[Na+]>C(O)C>[C:1]1([CH3:13])[CH:2]=[CH:3][C:4]([C:7]2[CH2:11][CH2:10][CH:9]([OH:12])[CH:8]=2)=[CH:5][CH:6]=1 |f:1.2|. Reported procedure: A solution of 3-p-tolyl-cyclopent-2-en-1-one (5.0 g, 29.07 mmol) in ethanol (100 mL) was treated with CeCl3 (7.15 g, 29.07 mmol) followed portionwise by NaBH4 (1.32 g, 34.9 mmol) at room temperature. The reaction mixture was stirred for 0.5 h, then quenched with saturated aqueous NH4Cl and concentrated to remove ethanol. The concentrate was diluted with H2O and extracted with DCM (3×). The combined organic extracts were dried over MgSO4, filtered, concentrated in vacuo and purified by silica gel... The reactants are Cl(=O)[O-].[Na+] (sodium chlorite), P(=O)(O)(O)[O-].[K+] (potassium dihydrogen phosphate), C(C)(C)(C)OC(=O)N1CCC(CC1)N1N=C(C2=CC=C(C=C12)F)C=1N=C2C(=NC1)N(C=C2C=O)COCC[Si](C)(C)C (4-{6-fluoro-3-[7-formyl-5-(2-trimethylsilanylethoxymethyl)-5H-pyrrolo[2,3-b]pyrazin-2-yl]-indazol-1-yl}-piperidine-1-carboxylic acid tert-butyl ester), S(N)(O)(=O)=O (sulfamic acid). The solvent is O (water), C1CCOC1 (THF), O (water). Run at temperature 0 celsius, time 1.5 hour. Product: C(C)(C)(C)OC(=O)N1CCC(CC1)N1N=C(C2=CC=C(C=C12)F)C=1N=C2C(=NC1)N(C=C2C(=O)O)COCC[Si](C)(C)C (2-[1-(1-tertbutoxycarbonyl-piperidin-4-yl)-6-fluoro-1H-indazol-3-yl]-5-(2-trimethylsilanyl-ethoxymethyl)-5H-pyrrolo[2,3-b]pyrazine-7-carboxylic acid). The yield is 90.1%. Reaction SMILES: [C:1]([O:5][C:6]([N:8]1[CH2:13][CH2:12][CH:11]([N:14]2[C:22]3[C:17](=[CH:18][CH:19]=[C:20]([F:23])[CH:21]=3)[C:16]([C:24]3[N:25]=[C:26]4[C:32]([CH:33]=[O:34])=[CH:31][N:30]([CH2:35][O:36][CH2:37][CH2:38][Si:39]([CH3:42])([CH3:41])[CH3:40])[C:27]4=[N:28][CH:29]=3)=[N:15]2)[CH2:10][CH2:9]1)=[O:7])([CH3:4])([CH3:3])[CH3:2].S(=O)(=O)([OH:45])N.Cl([O-])=O.[Na+].P([O-])(O)(O)=O.[K+]>C1COCC1.O>[C:1]([O:5][C:6]([N:8]1[CH2:13][CH2:12][CH:11]([N:14]2[C:22]3[C:17](=[CH:18][CH:19]=[C:20]([F:23])[CH:21]=3)[C:16]([C:24]3[N:25]=[C:26]4[C:32]([C:33]([OH:45])=[O:34])=[CH:31][N:30]([CH2:35][O:36][CH2:37][CH2:38][Si:39]([CH3:42])([CH3:41])[CH3:40])[C:27]4=[N:28][CH:29]=3)=[N:15]2)[CH2:10][CH2:9]1)=[O:7])([CH3:4])([CH3:3])[CH3:2] |f:2.3,4.5|. Procedure: In a 50 ml round-bottomed flask, 4-{6-fluoro-3-[7-formyl-5-(2-trimethylsilanylethoxymethyl)-5H-pyrrolo[2,3-b]pyrazin-2-yl]-indazol-1-yl}-piperidine-1-carboxylic acid tert-butyl ester (190 mg, 0.32 mmol) was dissolved in THF (7 ml) and water (1.4 ml). The light yellow solution was cooled to 0° C. and sulfamic acid (186 mg, 1.92 mmol) was added. Then, a solution of sodium chlorite (80%, 50 mg, 0.44 mmol) and potassium dihydrogen phosphate (522 mg, 3.83 mmol) in water (4.2 ml) was added dropwise vi... Starting materials: BrC1=CC(=C(C=C1)C=1N(C(=C(N1)C(C)(C)O)Cl)C1=C(C=CC=C1Cl)Cl)Cl (2-[2-(4-bromo-2-chlorophenyl)-5-chloro-1-(2,6-dichlorophenyl)-1H-imidazol-4-yl]-propan-2-ol), CS(=O)(=O)C=1C=C(C=CC1)B(O)O (3-methanesulfonyl-phenylboronic acid), C(=O)([O-])[O-].[K+].[K+] (K2CO3), Cl2 Pd(dppf)-DCM, O (H2O). The solvent is COCCOC (DME). Reaction conditions: temperature 60 celsius, time 70 minute. The product is ClC1=C(N=C(N1C1=C(C=CC=C1Cl)Cl)C1=C(C=C(C=C1)C1=CC(=CC=C1)S(=O)(=O)C)Cl)C(C)(C)O (2-[5-chloro-2-(3-chloro-3′-methanesulfonyl-biphenyl-4-yl)-1-(2,6-dichlorophenyl)-1H-imidazol-4-yl]-propan-2-ol). The yield is 78.2%. Reaction SMILES: Br[C:2]1[CH:7]=[CH:6][C:5]([C:8]2[N:9]([C:18]3[C:23]([Cl:24])=[CH:22][CH:21]=[CH:20][C:19]=3[Cl:25])[C:10]([Cl:17])=[C:11]([C:13]([OH:16])([CH3:15])[CH3:14])[N:12]=2)=[C:4]([Cl:26])[CH:3]=1.[CH3:27][S:28]([C:31]1[CH:32]=[C:33](B(O)O)[CH:34]=[CH:35][CH:36]=1)(=[O:30])=[O:29].C([O-])([O-])=O.[K+].[K+].O>COCCOC>[Cl:17][C:10]1[N:9]([C:18]2[C:23]([Cl:24])=[CH:22][CH:21]=[CH:20][C:19]=2[Cl:25])[C:8]([C:5]2[CH:6]=[CH:7][C:2]([C:35]3[CH:34]=[CH:33][CH:32]=[C:31]([S:28]([CH3:27])(=[O:30])=[O:29])[CH:36]=3)=[CH:3][C:4]=2[Cl:26])=[N:12][C:11]=1[C:13]([OH:16])([CH3:15])[CH3:14] |f:2.3.4|. Reported procedure: A mixture of 2-[2-(4-bromo-2-chlorophenyl)-5-chloro-1-(2,6-dichlorophenyl)-1H-imidazol-4-yl]-propan-2-ol (184 mg, 0.37 mmol), 3-methanesulfonyl-phenylboronic acid (90 mg, 0.45 mmol), K2CO3 (0.15 g, 1.1 mmol), Cl2 Pd(dppf)-DCM (15 mg, 5 mol %) and H2O (0.2 mL) in DME (2 mL) was sparged with Argon for 5 min and then heated at 60° C. as a sealed flask. After 70 min the reaction mixture was allowed to cool to ambient temperature, filtered (Celite™) and the filter agent rinsed with EtOAc. The combine...